This data is from the Open Reaction Database (ORD), a public repository of structured organic reaction records. The task is: describe an organic reaction: reactants, conditions, products, and yield Reactants: CCOC(OCC)C(=N)OC, CO, NCc1cccc(Cl)c1F. The product is CCOC(OCC)C(=N)NCc1cccc(Cl)c1F. Reaction SMILES: [CH2:11]([CH3:12])[O:13][CH:14]([C:15]([O:16][CH3:17])=[NH:18])[O:19][CH2:20][CH3:21].[CH3:22][OH:23].[Cl:1][c:2]1[c:3]([F:10])[c:4]([CH2:8][NH2:9])[cH:5][cH:6][cH:7]1>>[Cl:1][c:2]1[c:3]([F:10])[c:4]([CH2:8][NH:9][C:15]([CH:14]([O:13][CH2:11][CH3:12])[O:19][CH2:20][CH3:21])=[NH:18])[cH:5][cH:6][cH:7]1. The reactants are O[C@H]1[C@@](CC2=CC=CC=C12)(C=1CC2=CC=CC=C2C1)CC1=CC=C(C(=O)OCC)C=C1 (ethyl 4-(((1S,2S)-1-hydroxy-2,3-dihydro-1H,1′H-[2,2′-biinden]-2-yl)methyl)benzoate), NC=1C=CC(=C(C(=O)O)C1)O (5-amino-2-hydroxybenzoic acid), C[Al](C)C (trimethylaluminium). Run in C1CCOC1 (THF). The product is OC1=C(C(=O)O)C=C(C=C1)NC(C1=CC=C(C=C1)C[C@@]1([C@@H](C2=CC=CC=C2C1)O)C=1CC2=CC=CC=C2C1)=O (2-hydroxy-5-(4-(((1S,2S)-1-hydroxy-2,3-dihydro-1H,1′H-[2,2′-biinden]-2-yl)methyl)benzamido)benzoic acid). Yield: 36.2%. Reaction SMILES: [OH:1][C@@H:2]1[C:10]2[C:5](=[CH:6][CH:7]=[CH:8][CH:9]=2)[CH2:4][C@@:3]1([CH2:20][C:21]1[CH:31]=[CH:30][C:24]([C:25](OCC)=[O:26])=[CH:23][CH:22]=1)[C:11]1[CH2:12][C:13]2[C:18]([CH:19]=1)=[CH:17][CH:16]=[CH:15][CH:14]=2.[NH2:32][C:33]1[CH:34]=[CH:35][C:36]([OH:42])=[C:37]([CH:41]=1)[C:38]([OH:40])=[O:39].C[Al](C)C>C1COCC1>[OH:42][C:36]1[CH:35]=[CH:34][C:33]([NH:32][C:25](=[O:26])[C:24]2[CH:23]=[CH:22][C:21]([CH2:20][C@@:3]3([C:11]4[CH2:12][C:13]5[C:18]([CH:19]=4)=[CH:17][CH:16]=[CH:15][CH:14]=5)[CH2:4][C:5]4[C:10](=[CH:9][CH:8]=[CH:7][CH:6]=4)[C@H:2]3[OH:1])=[CH:31][CH:30]=2)=[CH:41][C:37]=1[C:38]([OH:40])=[O:39]. Procedure details: To a mixture of ethyl 4-(((1S,2S)-1-hydroxy-2,3-dihydro-1H, 1′H-[2,2′-biinden]-2-yl)methyl)benzoate (18, 200 mg, 0.48 mmol), 5-amino-2-hydroxybenzoic acid (75 mg, 0.48 mmol) and THF (1.0 mL) in a 5 mL microwave vial, was added trimethylaluminium (0.5 mL, 20% solution in toluene) and the mixture irradiated at 100° C. for 5 min. The reaction mixture was quenched with slow addition of 1.5 N HCl (2 mL) and extracted with ethyl acetate (3×15 mL). Organic layer was washed with water (25 mL), brine (25... The reactants are Brc1ccccc1Br, O=C(Cl)c1ccccc1. Yields the product O=C(c1ccccc1)c1ccccc1Br. Reaction SMILES: [Br:1][c:2]1[cH:3][cH:4][cH:5][cH:6][c:7]1[Br:8].[C:9]([c:10]1[cH:11][cH:12][cH:13][cH:14][cH:15]1)(=[O:16])[Cl:17]>>[c:2]1([C:9]([c:10]2[cH:11][cH:12][cH:13][cH:14][cH:15]2)=[O:16])[cH:3][cH:4][cH:5][cH:6][c:7]1[Br:8]. Reactants: CC(O)C1(c2cc(F)ccc2F)CO1, [H-], [Na+], CN(C)C=O, c1nc[nH]n1. Product: CC(O)C(O)(Cn1cncn1)c1cc(F)ccc1F. As a reaction SMILES: [F:8][c:9]1[c:10]([C:16]2([CH:19]([CH3:20])[OH:21])[O:17][CH2:18]2)[cH:11][c:12]([F:15])[cH:13][cH:14]1.[H-:6].[Na+:7].[O:22]=[CH:23][N:24]([CH3:25])[CH3:26].[nH:1]1[n:2][cH:3][n:4][cH:5]1>>[n:1]1([CH2:18][C:16]([c:10]2[c:9]([F:8])[cH:14][cH:13][c:12]([F:15])[cH:11]2)([OH:17])[CH:19]([CH3:20])[OH:21])[n:2][cH:3][n:4][cH:5]1. Starting materials: C1(CCCC1)CC(C(=O)N)C1=CC(=C(C=C1)Cl)Cl (3-cyclopentyl-2-(3,4-dichloro-phenyl)-propionamide), ClCCN=C=O (2-chloroethyl isocyanate). Run in C1(=CC=CC=C1)C (toluene). Run at temperature 25 celsius. Product: hexanes ethyl acetate, ClCCNC(=O)NC(C(CC1CCCC1)C1=CC(=C(C=C1)Cl)Cl)=O (1-(2-chloro-ethyl)-3-[3-cyclopentyl-2-(3,4-dichlorophenyl)-propionyl]-urea). Yield: 75.4%. As a reaction SMILES: [CH:1]1([CH2:6][CH:7]([C:11]2[CH:16]=[CH:15][C:14]([Cl:17])=[C:13]([Cl:18])[CH:12]=2)[C:8]([NH2:10])=[O:9])[CH2:5][CH2:4][CH2:3][CH2:2]1.[Cl:19][CH2:20][CH2:21][N:22]=[C:23]=[O:24]>C1(C)C=CC=CC=1>[Cl:19][CH2:20][CH2:21][NH:22][C:23]([NH:10][C:8](=[O:9])[CH:7]([C:11]1[CH:16]=[CH:15][C:14]([Cl:17])=[C:13]([Cl:18])[CH:12]=1)[CH2:6][CH:1]1[CH2:5][CH2:4][CH2:3][CH2:2]1)=[O:24]. Reported procedure: A solution of 3-cyclopentyl-2-(3,4-dichloro-phenyl)-propionamide (prepared in Example 12, 182 mg, 0.64 mmol) in toluene (10 mL) was treated with 2-chloroethyl isocyanate (0.08 mL, 0.95 mmol). The reaction was heated at reflux for 16 h. At this time, the reaction was cooled to 25° C. and concentrated in vacuo. Flash chromatography (Merck Silica gel 60, 230-400 mesh, 90/10 hexanes/ethyl acetate) afforded 1-(2-chloro-ethyl)-3-[3-cyclopentyl-2-(3,4-dichlorophenyl)-propionyl]-urea (189 mg, 76%) as a ... The product is O=C(CC1CCCO1)NC1CCC(CCN2CCC(c3cccc4c3OCO4)CC2)CC1. As a reaction SMILES: [ClH:1].[O:26]1[CH:27]([CH2:31][C:32](=[O:33])[OH:34])[CH2:28][CH2:29][CH2:30]1.[O:2]1[CH2:3][O:4][c:5]2[c:6]1[cH:7][cH:8][cH:9][c:10]2[CH:11]1[CH2:12][CH2:13][N:14]([CH2:17][CH2:18][CH:19]2[CH2:20][CH2:21][CH:22]([NH2:25])[CH2:23][CH2:24]2)[CH2:15][CH2:16]1>>[O:2]1[CH2:3][O:4][c:5]2[c:6]1[cH:7][cH:8][cH:9][c:10]2[CH:11]1[CH2:12][CH2:13][N:14]([CH2:17][CH2:18][CH:19]2[CH2:20][CH2:21][CH:22]([NH:25][C:32]([CH2:31][CH:27]3[O:26][CH2:30][CH2:29][CH2:28]3)=[O:33])[CH2:23][CH2:24]2)[CH2:15][CH2:16]1. Starting materials: Cl, O=C(O)CC1CCCO1, NC1CCC(CCN2CCC(c3cccc4c3OCO4)CC2)CC1. Starting materials: CNCc1c(N)cccc1Br, NS(N)(=O)=O, c1ccncc1. The product is CN1Cc2c(Br)cccc2NS1(=O)=O. Reaction SMILES: [Br:1][c:2]1[c:3]([CH2:9][NH:10][CH3:11])[c:4]([NH2:8])[cH:5][cH:6][cH:7]1.[NH2:12][S:13]([NH2:14])(=[O:15])=[O:16].[cH:17]1[cH:18][cH:19][n:20][cH:21][cH:22]1>>[Br:1][c:2]1[c:3]2[c:4]([cH:5][cH:6][cH:7]1)[NH:8][S:13](=[O:15])(=[O:16])[N:10]([CH3:11])[CH2:9]2. The reactants are [Br-].COC(C[P+](C1=CC=CC=C1)(C1=CC=CC=C1)C1=CC=CC=C1)=O ((2-methoxy-2-oxoethyl)triphenylphosphonium bromide), [OH-].[Na+] (NaOH). Run in C(Cl)Cl (DCM), O (water). The product is C1(=CC=CC=C1)P(=CC(=O)OC)(C1=CC=CC=C1)C1=CC=CC=C1 (methyl 2-(triphenylphosphoranylidene)acetate). The yield is 93.2%. Reaction SMILES: [Br-].[CH3:2][O:3][C:4](=[O:25])[CH2:5][P+:6]([C:19]1[CH:24]=[CH:23][CH:22]=[CH:21][CH:20]=1)([C:13]1[CH:18]=[CH:17][CH:16]=[CH:15][CH:14]=1)[C:7]1[CH:12]=[CH:11][CH:10]=[CH:9][CH:8]=1.[OH-].[Na+]>C(Cl)Cl.O>[C:13]1([P:6]([C:19]2[CH:24]=[CH:23][CH:22]=[CH:21][CH:20]=2)([C:7]2[CH:8]=[CH:9][CH:10]=[CH:11][CH:12]=2)=[CH:5][C:4]([O:3][CH3:2])=[O:25])[CH:14]=[CH:15][CH:16]=[CH:17][CH:18]=1 |f:0.1,2.3|. Reported procedure: A mixture of (2-methoxy-2-oxoethyl)triphenylphosphonium bromide (10.0 g, 24.08 mmol) in 100 mL DCM, 50 mL water and NaOH (10 N) (4.82 ml, 48.2 mmol) was vigorously shaken in a separatory funnel. The organic layer was separated and the aqueous phase was extracted with DCM. The combined organic layers were dried (MgSO4) and concentrated to give methyl 2-(triphenylphosphoranylidene)acetate (7.5 g, 93% yield) as a white solid. A solution of 3-chloro-2-methylbenzaldehyde (0.7 g, 4.53 mmol) and 2-(tri...